Task: describe an organic reaction: reactants, conditions, products, and yield. Dataset: the Open Reaction Database (ORD), a public repository of structured organic reaction records The reactants are C(C)OC(CC=1C=C(C(=CC1)OC)C1=C(C=C(C=C1)[N+](=O)[O-])CN(CC)C(=O)OCC1=CC=CC=C1)=O ({2′-[(benzyloxycarbonyl-ethyl-amino)-methyl]-6-methoxy-4′-nitro-biphenyl-3-yl}-acetic acid ethyl ester), [Sn](Cl)Cl (tin (II) chloride), Cl (HCl). Solvent: CCOC(=O)C (EtOAc), CCO (EtOH). The product is C(C)OC(CC=1C=C(C(=CC1)OC)C1=C(C=C(C=C1)N)CN(CC)C(=O)OCC1=CC=CC=C1)=O ({4′-Amino-2′-[(benzyloxycarbonyl-ethyl-amino)-methyl]-6-methoxy-biphenyl-3-yl}-acetic acid ethyl ester). Reaction SMILES: [CH2:1]([O:3][C:4](=[O:37])[CH2:5][C:6]1[CH:7]=[C:8]([C:14]2[CH:19]=[CH:18][C:17]([N+:20]([O-])=O)=[CH:16][C:15]=2[CH2:23][N:24]([C:27]([O:29][CH2:30][C:31]2[CH:36]=[CH:35][CH:34]=[CH:33][CH:32]=2)=[O:28])[CH2:25][CH3:26])[C:9]([O:12][CH3:13])=[CH:10][CH:11]=1)[CH3:2].[Sn](Cl)Cl.Cl>CCO.CCOC(C)=O>[CH2:1]([O:3][C:4](=[O:37])[CH2:5][C:6]1[CH:7]=[C:8]([C:14]2[CH:19]=[CH:18][C:17]([NH2:20])=[CH:16][C:15]=2[CH2:23][N:24]([C:27]([O:29][CH2:30][C:31]2[CH:36]=[CH:35][CH:34]=[CH:33][CH:32]=2)=[O:28])[CH2:25][CH3:26])[C:9]([O:12][CH3:13])=[CH:10][CH:11]=1)[CH3:2]. Reported procedure: To a solution of {2′-[(benzyloxycarbonyl-ethyl-amino)-methyl]-6-methoxy-4′-nitro-biphenyl-3-yl}-acetic acid ethyl ester (0.70 g, 1.75 mmol) in EtOH (70 mL) was added tin (II) chloride (1.97 g, 8.75 mmol). The reaction was heated to reflux for 5 h, and then the mixture was acidified to pH 1 with concentrated HCl and diluted with EtOAc. The resulting biphasic mixture was filtered through Celite, and the organic layer was separated. The aqueous layer was neutralized to pH 7 with solid NaOH and extr... Reactants: ClC1=NC=NC2=CC=C(C=C12)N1CCCC1 (4-chloro-6-(1-pyrrolidinyl)quinazoline), NC=1C=C2C=CNC2=CC1 (5-aminoindole). Yields the product N1C=CC2=CC(=CC=C12)NC1=NC=NC2=CC=C(C=C12)N1CCCC1 (4-(5-indolylamino)-6-(1-pyrrolidinyl)quinazoline). Isolated yield 84.0%. Reaction SMILES: Cl[C:2]1[C:11]2[C:6](=[CH:7][CH:8]=[C:9]([N:12]3[CH2:16][CH2:15][CH2:14][CH2:13]3)[CH:10]=2)[N:5]=[CH:4][N:3]=1.[NH2:17][C:18]1[CH:19]=[C:20]2[C:24](=[CH:25][CH:26]=1)[NH:23][CH:22]=[CH:21]2>>[NH:23]1[C:24]2[C:20](=[CH:19][C:18]([NH:17][C:2]3[C:11]4[C:6](=[CH:7][CH:8]=[C:9]([N:12]5[CH2:16][CH2:15][CH2:14][CH2:13]5)[CH:10]=4)[N:5]=[CH:4][N:3]=3)=[CH:26][CH:25]=2)[CH:21]=[CH:22]1. Procedure details: Using an analogous procedure to that described in Example 5, 4-chloro-6-(1-pyrrolidinyl)quinazoline was reacted with 5-aminoindole to give 4-(5-indolylamino)-6-(1-pyrrolidinyl)quinazoline in 84% yield; Reactants: Cl (hydrochloric acid), C(C1=CC=CC=C1)(=O)C12C(C=C(OC2O1)C(=O)OCC)=O (ethyl 6-benzoyl-5-oxo-2,7-dioxabicyclo[4.1.0]-hept-3-ene-3-carboxylate). Procedure: A solution of ethyl 6-benzoyl-5-oxo-2,7-dioxabicyclo[4.1.0]-hept-3-ene-3-carboxylate (2.9 g) prepared as in Example 44, in dioxan (30 ml) and concentrated hydrochloric acid (10 mol) was heated under reflux for 2 hours. The solution was evaporated under vacuum and the solid residue was crystallised from ethyl acetate-petroleum ether 60°-80° C. and then from dioxan-water to give the title product (mp 216°-218° C. with decomposition). The solvent is O1CCOCC1 (dioxan). Yields the product ClC=1C(C=C(OC1C1=CC=CC=C1)C(=O)O)=O (5-Chloro-4-oxo-6-phenyl-4H-pyran-2-carboxylic acid). As a reaction SMILES: [C:1]([C:9]12OC1[O:13][C:12]([C:16]([O:18]CC)=[O:17])=[CH:11][C:10]2=[O:21])(=O)[C:2]1[CH:7]=[CH:6][CH:5]=[CH:4][CH:3]=1.[ClH:22]>O1CCOCC1>[Cl:22][C:9]1[C:10](=[O:21])[CH:11]=[C:12]([C:16]([OH:18])=[O:17])[O:13][C:1]=1[C:2]1[CH:3]=[CH:4][CH:5]=[CH:6][CH:7]=1. Starting materials: ClCCl.CO.N (dichloromethane methanol ammonia), [N+](=O)([O-])C=1C=C2C=CN(C2=CC1)CCN1CCCC1 (5-nitro-1-(2-pyrrolidin-1-ylethyl)-1H-indole). The solvent is C1CCOC1 (THF). Yields the product NC=1C=C2C=CN(C2=CC1)CCN1CCCC1 (5-amino-1-(2-pyrrolidin-1-ylethyl)-1H-indole). RXN SMILES: ClCCl.CO.N.[N+:7]([C:10]1[CH:11]=[C:12]2[C:16](=[CH:17][CH:18]=1)[N:15]([CH2:19][CH2:20][N:21]1[CH2:25][CH2:24][CH2:23][CH2:22]1)[CH:14]=[CH:13]2)([O-])=O>C1COCC1>[NH2:7][C:10]1[CH:11]=[C:12]2[C:16](=[CH:17][CH:18]=1)[N:15]([CH2:19][CH2:20][N:21]1[CH2:25][CH2:24][CH2:23][CH2:22]1)[CH:14]=[CH:13]2 |f:0.1.2|. Procedure: Prepared analogously to Example 3.1.b. from 5-nitro-1-(2-pyrrolidin-1-ylethyl)-1H-indole in THF as solvent. Yield: 0.83 g (93.9% of theory); C14H19N3 (M=229.32); calc.: molecular ion peak (M+H)+: 230; found: molecular ion peak (M+H)+: 230; Rf value: 0.37 (silica gel, dichloromethane/methanol/ammonia (90:10:1)). The product is C1(CC1)N1C=NC2=C1C(=CC(=C2)C2=CC(=C(C=C2)OC)OCC)O[C@H](C)[C@@H]2CC(NC2)=O ((R)-4-((R)-1-((1-cyclopropyl-5-(3-ethoxy-4-methoxyphenyl)-1H-benzo[d]imidazol-7-yl)oxy)ethyl)pyrrolidin-2-one). Reaction SMILES: [CH:1]1([N:4]2[C:8]3[C:9]([O:19][C@@H:20]([C@H:22]4[CH2:26][NH:25][C:24](=[O:27])[CH2:23]4)[CH3:21])=[CH:10][C:11](C4C=CC=CC=4)=[CH:12][C:7]=3[N:6]=[CH:5]2)[CH2:3][CH2:2]1.[CH2:28]([O:30][C:31]1[CH:32]=[C:33](B2OC(C)(C)C(C)(C)O2)[CH:34]=[CH:35][C:36]=1[O:37][CH3:38])[CH3:29]>>[CH:1]1([N:4]2[C:8]3[C:9]([O:19][C@@H:20]([C@H:22]4[CH2:26][NH:25][C:24](=[O:27])[CH2:23]4)[CH3:21])=[CH:10][C:11]([C:33]4[CH:34]=[CH:35][C:36]([O:37][CH3:38])=[C:31]([O:30][CH2:28][CH3:29])[CH:32]=4)=[CH:12][C:7]=3[N:6]=[CH:5]2)[CH2:2][CH2:3]1. The yield is 42.7%. Procedure details: Prepared by Suzuki coupling reaction procedure, as previously described for the synthesis of (R)-4-((R)-1-((1-cyclopropyl-5-phenyl-1H-benzo[d]imidazol-7-yl)oxy)ethyl)pyrrolidin-2-one:, using instead 2-(3-ethoxy-4-methoxyphenyl)-4,4,5,5-tetramethyl-1,3,2-dioxaborolane (106.3 mg, 0.411 mmol) as a starting material to afford 51.0 mg (42.7%) of (R)-4-((R)-1-((1-cyclopropyl-5-(3-ethoxy-4-methoxyphenyl)-1H-benzo[d]imidazol-7-yl)oxy)ethyl)pyrrolidin-2-one:. 1H NMR (300 MHz, DMSO-d6) δ 8.058 (s, 1H), 7.... The reactants are C1(CC1)N1C=NC2=C1C(=CC(=C2)C2=CC=CC=C2)O[C@H](C)[C@@H]2CC(NC2)=O ((R)-4-((R)-1-((1-cyclopropyl-5-phenyl-1H-benzo[d]imidazol-7-yl)oxy)ethyl)pyrrolidin-2-one), C(C)OC=1C=C(C=CC1OC)B1OC(C(O1)(C)C)(C)C (2-(3-ethoxy-4-methoxyphenyl)-4,4,5,5-tetramethyl-1,3,2-dioxaborolane). Starting materials: [Al+3], COc1ccc(C2Cc3ccccc3CN2C)cc1, [Cl-], [Cl-], [Cl-], O, c1ccccc1. Product: CN1Cc2ccccc2CC1c1ccc(O)cc1. Reaction SMILES: [Al+3:21].[CH3:1][O:2][c:3]1[cH:4][cH:5][c:6]([CH:9]2[N:10]([CH3:19])[CH2:11][c:12]3[cH:13][cH:14][cH:15][cH:16][c:17]3[CH2:18]2)[cH:7][cH:8]1.[Cl-:20].[Cl-:22].[Cl-:23].[OH2:24].[cH:25]1[cH:26][cH:27][cH:28][cH:29][cH:30]1>>[OH:2][c:3]1[cH:4][cH:5][c:6]([CH:9]2[N:10]([CH3:19])[CH2:11][c:12]3[cH:13][cH:14][cH:15][cH:16][c:17]3[CH2:18]2)[cH:7][cH:8]1. The product is [N+](=O)([O-])C1=CC=C(C=C1)C=1OC2=C(N1)C=C(C=C2)[N+](=O)[O-] (2-(p-nitrophenyl)-5-nitrobenzoxazole). Run at time 8 hour. Reagents/catalysts: CN(C)C1=CC=NC=C1 (4-(N,N-dimethyl)aminopyridine). Starting materials: NC1=C(C=CC(=C1)[N+](=O)[O-])O (2-amino-4—nitrophenol), 4-nitrophenylchloroxime, C(C)O (ethanol), NC1(CC=C(C=C1)[N+](=O)[O-])O (1-amino-4-nitrophenol). Reaction SMILES: [NH2:1][C:2]1[CH:7]=[C:6]([N+:8]([O-:10])=[O:9])[CH:5]=[CH:4][C:3]=1[OH:11].N[C:13]1(O)[CH:18]=[CH:17][C:16]([N+:19]([O-:21])=[O:20])=[CH:15][CH2:14]1.[CH2:23](O)C>CN(C1C=CN=CC=1)C>[N+:19]([C:16]1[CH:17]=[CH:18][C:13]([C:23]2[O:11][C:3]3[CH:4]=[CH:5][C:6]([N+:8]([O-:10])=[O:9])=[CH:7][C:2]=3[N:1]=2)=[CH:14][CH:15]=1)([O-:21])=[O:20]. Reported procedure: To 10 grams (0.05 mole) of 4-nitrophenylchloroxime are added 150 milliliters of ethanol and a catalytic amount of 4-(N,N-dimethyl)aminopyridine. 4.0 grams of 2-amino-4—nitrophenol are added to the mixture. The mixture is stirred under nitrogen at room temperature for ninety minutes, at which time another 3.7 grams of 1-amino-4-nitrophenol are added. The mixture is then stirred overnight at room temperature under a nitrogen blanket, cooled to 20° C. and filtered to yield 2-(p-nitrophenyl)-5-nitro...